Dataset: the Open Reaction Database (ORD), a public repository of structured organic reaction records. Task: describe an organic reaction: reactants, conditions, products, and yield Starting materials: C(C)C(C1=CC=C(C=C1)OCC(C1=CC=CC=C1)C1=CC=CC=C1)O (ethyl 4-(2,2-diphenylethoxy)benzyl alcohol), P(Br)(Br)Br (phosphorus tribromide). Solvent: CCOCC (ether), CO (methanol), O (water). Conditions: time 0.5 hour. Product: C1(=CC=CC=C1)C(COC1=CC=C(CBr)C=C1)C1=CC=CC=C1 (4-(2,2-diphenylethoxy)benzyl bromide). RXN SMILES: C([CH:3](O)[C:4]1[CH:9]=[CH:8][C:7]([O:10][CH2:11][CH:12]([C:19]2[CH:24]=[CH:23][CH:22]=[CH:21][CH:20]=2)[C:13]2[CH:18]=[CH:17][CH:16]=[CH:15][CH:14]=2)=[CH:6][CH:5]=1)C.P(Br)(Br)[Br:27]>CCOCC.CO.O>[C:13]1([CH:12]([C:19]2[CH:24]=[CH:23][CH:22]=[CH:21][CH:20]=2)[CH2:11][O:10][C:7]2[CH:8]=[CH:9][C:4]([CH2:3][Br:27])=[CH:5][CH:6]=2)[CH:18]=[CH:17][CH:16]=[CH:15][CH:14]=1. Reported procedure: 7-4 (0.572 g, 1.9 mmol) was dissolved in ether (10 ml). The solution was cooled in ice and phosphorus tribromide (0.204 g, 0.75 mmol) was added. After 1/2 hr. the reaction was diluted with methanol (2 ml) and water (5 ml). The ether layer was separated, washed with sodium bicarbonate and water, dried and filtered. Concentration of the filtrate in vacuo gave 7-5 as a white solid. mp: 70°-73° C. RXN SMILES: [N+:1]([O-:4])(O)=[O:2].[CH2:5]([O:7][CH2:8][C:9]1[CH:14]=[CH:13][C:12]([F:15])=[CH:11][C:10]=1[Cl:16])[CH3:6]>>[Cl:16][C:10]1[C:9]([CH2:8][O:7][CH2:5][CH3:6])=[CH:14][C:13]([N+:1]([O-:4])=[O:2])=[C:12]([F:15])[CH:11]=1. Starting materials: [N+](=O)(O)[O-] (nitric acid), C(C)OCC1=C(C=C(C=C1)F)Cl (2-chloro-4-fluorobenzyl ethyl ether). Procedure: To a cooled (-40° C.) solution of fuming nitric acid (90%, 25 ml) was added dropwise 2-chloro-4-fluorobenzyl ethyl ether (2.5 g, 0.013 mole) at a rate which maintained the temperature at or below -40° C. Upon completion of addition, the reaction mixture was stirred for 15 minutes at -40° C. The reaction mixture was poured into ice (200 ml) and extracted with methylene chloride (7×40 ml). The extracts were combined, washed with water (2×40 ml), dried (magnesium sulfate) and concentrated under red... Reaction conditions: temperature -40 celsius, time 15 minute. Solvent: ice. Yields the product ClC1=CC(=C(C=C1COCC)[N+](=O)[O-])F (4-chloro-5-ethoxymethyl-2fluoronitrobenzene). Procedure details: A 100-mL, round-bottomed flask, under an atmosphere of N2, was charged with sodium hydride (60% oil dispersion, 72 mg, 1.78 mmol). The sodium hydride was washed with 3 portions of hexanes to remove the oil and then 20 mL of anhydrous THF was added. The reaction mixture was cooled to 0° C. and (11S)-11-hydroxymethyl-10,11-dihydro-8H-[1,4]oxazino[4′,3′:1,2]imidazo[4,5-c]quinoline (413 mg, 1.62 mmol) was added. After stirring for 75 minutes, 4-fluorobenzyl bromide (215 μL, 1.78 mmol) was added. The... The product is FC1=CC=C(COC[C@H]2COCC=3N2C2=C(C=NC4=CC=CC=C24)N3)C=C1 ((11S)-11-{[(4-fluorobenzyl)oxy]methyl}-10,11-dihydro-8H-[1,4]oxazino[4′,3′:1,2]imidazo[4,5-c]quinoline). Yield: 98.5%. The solvent is C(C)(=O)OCC (ethyl acetate). Starting materials: [H-].[Na+] (sodium hydride), OC[C@H]1COCC=2N1C1=C(C=NC3=CC=CC=C13)N2 ((11S)-11-hydroxymethyl-10,11-dihydro-8H-[1,4]oxazino[4′,3′:1,2]imidazo[4,5-c]quinoline), FC1=CC=C(CBr)C=C1 (4-fluorobenzyl bromide), C(=O)(O)[O-].[Na+] (NaHCO3). As a reaction SMILES: [H-].[Na+].[OH:3][CH2:4][C@@H:5]1[N:10]2[C:11]3[C:20]4[C:15](=[CH:16][CH:17]=[CH:18][CH:19]=4)[N:14]=[CH:13][C:12]=3[N:21]=[C:9]2[CH2:8][O:7][CH2:6]1.[F:22][C:23]1[CH:30]=[CH:29][C:26]([CH2:27]Br)=[CH:25][CH:24]=1.C([O-])(O)=O.[Na+]>C(OCC)(=O)C>[F:22][C:23]1[CH:30]=[CH:29][C:26]([CH2:27][O:3][CH2:4][C@@H:5]2[N:10]3[C:11]4[C:20]5[C:15](=[CH:16][CH:17]=[CH:18][CH:19]=5)[N:14]=[CH:13][C:12]=4[N:21]=[C:9]3[CH2:8][O:7][CH2:6]2)=[CH:25][CH:24]=1 |f:0.1,4.5|. Reaction conditions: temperature 0 celsius, time 75 minute. The reactants are CN(C)c1cccc(N)c1, CNC(=O)c1c(C)oc2cc(N(C)c3ccnc(Cl)n3)ccc12, CN(C)C=O. Product: CNC(=O)c1c(C)oc2cc(N(C)c3ccnc(Nc4cccc(N(C)C)c4)n3)ccc12. RXN SMILES: [CH3:24][N:25]([c:26]1[cH:27][c:28]([NH2:29])[cH:30][cH:31][cH:32]1)[CH3:33].[Cl:1][c:2]1[n:3][cH:4][cH:5][c:6]([N:8]([c:9]2[cH:10][c:11]3[c:12]([c:13]([C:17](=[O:18])[NH:19][CH3:20])[c:14]([CH3:16])[o:15]3)[cH:21][cH:22]2)[CH3:23])[n:7]1.[O:34]=[CH:35][N:36]([CH3:37])[CH3:38]>>[c:2]1([NH:29][c:28]2[cH:27][c:26]([N:25]([CH3:24])[CH3:33])[cH:32][cH:31][cH:30]2)[n:3][cH:4][cH:5][c:6]([N:8]([c:9]2[cH:10][c:11]3[c:12]([c:13]([C:17](=[O:18])[NH:19][CH3:20])[c:14]([CH3:16])[o:15]3)[cH:21][cH:22]2)[CH3:23])[n:7]1. The reactants are N12CC(C(CC1)CC2)OC2=CC=C(C=C2)SC2=CC=C(C=C2)O (4-{[4-(1-azabicyclo[2.2.2]oct-3-yloxy)phenyl]thio}phenol), C(C)(C)O (isopropyl alcohol). Yields the product C(C)(C)OC1=CC=C(C=C1)SC1=CC=C(OC2CN3CCC2CC3)C=C1 (3-{4-[(4-isopropoxyphenyl)thio]phenoxy}quinuclidine). Reaction SMILES: [N:1]12[CH2:8][CH2:7][CH:4]([CH2:5][CH2:6]1)[CH:3]([O:9][C:10]1[CH:15]=[CH:14][C:13]([S:16][C:17]3[CH:22]=[CH:21][C:20]([OH:23])=[CH:19][CH:18]=3)=[CH:12][CH:11]=1)[CH2:2]2.[CH:24](O)([CH3:26])[CH3:25]>>[CH:24]([O:23][C:20]1[CH:21]=[CH:22][C:17]([S:16][C:13]2[CH:12]=[CH:11][C:10]([O:9][CH:3]3[CH:4]4[CH2:7][CH2:8][N:1]([CH2:6][CH2:5]4)[CH2:2]3)=[CH:15][CH:14]=2)=[CH:18][CH:19]=1)([CH3:26])[CH3:25]. Reported procedure: The product of Example 10A (80 mg, 0.24 mmol) was treated with isopropyl alcohol (60 mg, 1 mmol) according to the procedure of Example 1A. The title compound was purified by chromatography (SiO2, CH2Cl2:MeOH:NH3.H2O, 90:10:1, Rf. 0.5) as oil (80 mg, yield, 90%). 1H NMR (MeOH-d4, 300 MHz) δ 1.30 (d, J=6.1 Hz, 6H), 1.60–2.10 (m, 3H), 2.15–2.25 (m, 1H), 2.30–2.40 (m, 2H), 2,98–3.20 (m, 6H), 3.50–3.60 (m, 1H), 4.50–4.58(m, 1H), 7.70–4.78 (m, 1H), 6.87 (t, J =9.2 Hz), 4H), 7.23 (d, J=8.8 Hz, 2H), 7.2... Reactants: FC(C(=O)NC1CCN(CC1)CCCCCOC1=CC=C(C(=O)N2CCC(CC2)N2C(=O)CCC3=CC=CC=C23)C=C1)(F)F (1-[1-{4-[5-(4-Trifluoroacetylamino-1-piperidinyl)pentyloxy]benzoyl}-4-piperidinyl]-3,4-dihydrocarbostyril), C([O-])([O-])=O.[K+].[K+] (potassium carbonate). Run in CO (methanol). Conditions: time 8 hour. Yields the product NC1CCN(CC1)CCCCC(=O)OC1=CC=C(C(=O)N2CCC(CC2)N2C(=O)CCC3=CC=CC=C23)C=C1 (1-[1-{4-[5-(4-amino-1-piperidinyl)pentoyloxy]benzoyl}-4-piperidinyl]-3,4-dihydrocarbostyril). Yield: 128.2%. Reaction SMILES: FC(F)(F)C(NC1CCN(CCCCCO[C:18]2[CH:42]=[CH:41][C:21]([C:22]([N:24]3[CH2:29][CH2:28][CH:27]([N:30]4[C:40]5[C:35](=[CH:36][CH:37]=[CH:38][CH:39]=5)[CH2:34][CH2:33][C:31]4=[O:32])[CH2:26][CH2:25]3)=[O:23])=[CH:20][CH:19]=2)CC1)=O.[C:45](=[O:48])([O-])[O-:46].[K+].[K+]>CO>[NH2:30][CH:27]1[CH2:28][CH2:29][N:24]([CH2:22][CH2:21][CH2:20][CH2:19][C:45]([O:46][C:18]2[CH:42]=[CH:41][C:21]([C:22]([N:24]3[CH2:25][CH2:26][CH:27]([N:30]4[C:40]5[C:35](=[CH:36][CH:37]=[CH:38][CH:39]=5)[CH2:34][CH2:33][C:31]4=[O:32])[CH2:28][CH2:29]3)=[O:23])=[CH:20][CH:19]=2)=[O:48])[CH2:25][CH2:26]1 |f:1.2.3|. Procedure details: 1-[1-{4-[5-(4-Trifluoroacetylamino-1-piperidinyl)pentyloxy]benzoyl}-4-piperidinyl]-3,4-dihydrocarbostyril (1.8 g) is dissolved in methanol (40 ml), and thereto is added potassium carbonate (0.8 g). The mixture is stirred at room temperature overnight. The reaction solution is concentrated and thereto is added water. The mixture is extracted with chloroform, dried over sodium carbonate, and purified by silica gel column chromatography (eluent; dichloromethane:methanol=10:1) to give 1-[1-{4-[5-(4-... Reactants: CC(c1c(OC(=O)OC(C)(C)C)ccc(F)c1Cl)c1cn(C(=O)OC(C)(C)C)c2ncc(Br)cc12, C1CCNCC1, ClCCl. The product is CC(c1c(O)ccc(F)c1Cl)c1cn(C(=O)OC(C)(C)C)c2ncc(Br)cc12. Reaction SMILES: [Br:1][c:2]1[cH:3][c:4]2[c:5]([n:6][cH:7]1)[n:8]([C:29](=[O:30])[O:31][C:32]([CH3:33])([CH3:34])[CH3:35])[cH:9][c:10]2[CH:11]([CH3:12])[c:13]1[c:14]([Cl:28])[c:15]([F:27])[cH:16][cH:17][c:18]1[O:19][C:20]([O:21][C:22]([CH3:23])([CH3:24])[CH3:25])=[O:26].[CH2:36]1[CH2:37][CH2:38][NH:39][CH2:40][CH2:41]1.[Cl:42][CH2:43][Cl:44]>>[Br:1][c:2]1[cH:3][c:4]2[c:5]([n:6][cH:7]1)[n:8]([C:29](=[O:30])[O:31][C:32]([CH3:33])([CH3:34])[CH3:35])[cH:9][c:10]2[CH:11]([CH3:12])[c:13]1[c:14]([Cl:28])[c:15]([F:27])[cH:16][cH:17][c:18]1[OH:19]. Starting materials: N[C@H](C(=O)NC)CC1=CC=C(C=C1)OCCCC ((S)-2-amino-3-(4-butoxy-phenyl)-N-methyl-propionamide), N[C@H](C(=O)OC)CC1=CC=C(C=C1)OCCCC (methyl (S)-2-amino-3-(4-butoxy-phenyl)-propionate), C(CCC)OC1=CC=C(C=C1)C[C@@H](C(NC)=O)NC(=O)[C@H]([C@](C(=O)O)(CCOC)O)\C=C\CCCCCCC(CCCCCCC)(F)F ((E)-(2S,3S)-3-[(S)-2-(4-Butoxy-phenyl)-1-methylcarbamoyl-ethylcarbamoyl]-12,12-difluoro-2-hydroxy-2-(2-methoxy-ethyl)-nonadec-4-enoic acid). Product: C(CCC)OC1=CC=C(C=C1)C[C@@H](C(NC)=O)NC(=O)[C@H]([C@](C(=O)OC(C)(C)C)(CCOC)O)\C=C\CCCCCCC(CCCCCCC)(F)F (tert-Butyl (E)-(2S,3S)-3-[(S)-2-(4-butoxy-phenyl)-1-methylcarbamoyl-ethylcarbamoyl]-12,12-difluoro-2-hydroxy-2-(2-methoxy-ethyl)-nonadec-4-enoate). RXN SMILES: N[C@@H]([CH2:7][C:8]1[CH:13]=CC(OCCCC)=C[CH:9]=1)C(NC)=O.N[C@@H](CC1C=CC(OCCCC)=CC=1)C(OC)=O.[CH2:37]([O:41][C:42]1[CH:47]=[CH:46][C:45]([CH2:48][C@H:49]([NH:54][C:55]([C@@H:57](/[CH:67]=[CH:68]/[CH2:69][CH2:70][CH2:71][CH2:72][CH2:73][CH2:74][C:75]([F:84])([F:83])[CH2:76][CH2:77][CH2:78][CH2:79][CH2:80][CH2:81][CH3:82])[C@@:58]([OH:66])([CH2:62][CH2:63][O:64][CH3:65])[C:59]([OH:61])=[O:60])=[O:56])[C:50](=[O:53])[NH:51][CH3:52])=[CH:44][CH:43]=1)[CH2:38][CH2:39][CH3:40]>>[CH2:37]([O:41][C:42]1[CH:43]=[CH:44][C:45]([CH2:48][C@H:49]([NH:54][C:55]([C@@H:57](/[CH:67]=[CH:68]/[CH2:69][CH2:70][CH2:71][CH2:72][CH2:73][CH2:74][C:75]([F:83])([F:84])[CH2:76][CH2:77][CH2:78][CH2:79][CH2:80][CH2:81][CH3:82])[C@@:58]([OH:66])([CH2:62][CH2:63][O:64][CH3:65])[C:59]([O:61][C:8]([CH3:13])([CH3:9])[CH3:7])=[O:60])=[O:56])[C:50](=[O:53])[NH:51][CH3:52])=[CH:46][CH:47]=1)[CH2:38][CH2:39][CH3:40]. Procedure details: tert-Butyl (E)-(2S,3S)-3-[(S)-2-(4-butoxy-phenyl)-1-methylcarbamoyl-ethylcarbamoyl]-12,12-difluoro-2-hydroxy-2-(2-methoxy-ethyl)-nonadec-4-enoate (PSI (LC/MS positive mode) ink 739 (M+H); Rt 2.72 min.) was synthesized using (S)-2-amino-3-(4-butoxy-phenyl)-N-methyl-propionamide and the conditions at 50° C. for 2.5 days instead of methyl (S)-2-amino-3-(4-butoxy-phenyl)-propionate and the conditions in Step B-7′. (E)-(2S,3S)-3-[(S)-2-(4-Butoxy-phenyl)-1-methylcarbamoyl-ethylcarbamoyl]-12,12-difluor... Starting materials: (meth)acrylic acid tertiary ester, C(CCCC)OC=CC1=CC=CC=C1 (amyloxystyrene), C(C)(=O)OC=CC1=CC=CC=C1 (acetoxystyrene). The product is OC=CC1=CC=CC=C1 (hydroxystyrene), (meth)acrylic acid tertiary ester, C(CCCC)OC=CC1=CC=CC=C1 (amyloxystyrene). RXN SMILES: C([O:4][CH:5]=[CH:6][C:7]1[CH:12]=[CH:11][CH:10]=[CH:9][CH:8]=1)(=O)C.[CH2:13]([O:18][CH:19]=[CH:20][C:21]1[CH:26]=[CH:25][CH:24]=[CH:23][CH:22]=1)[CH2:14][CH2:15][CH2:16][CH3:17]>>[OH:4][CH:5]=[CH:6][C:7]1[CH:12]=[CH:11][CH:10]=[CH:9][CH:8]=1.[CH2:13]([O:18][CH:19]=[CH:20][C:21]1[CH:22]=[CH:23][CH:24]=[CH:25][CH:26]=1)[CH2:14][CH2:15][CH2:16][CH3:17]. Reported procedure: In one typical embodiment, the polymer can be synthesized by dissolving an acetoxystyrene monomer, a (meth)acrylic acid tertiary ester monomer and an amyloxystyrene monomer in an organic solvent, adding a radical initiator thereto, heat polymerizing the monomers, and subjecting the resulting polymer to alkaline hydrolysis in an organic solvent for deblocking the acetoxy group, thereby forming a ternary copolymer of hydroxystyrene, (meth)acrylic acid tertiary ester and amyloxystyrene. Examples of... The reactants are C(C)(=O)Cl (acetyl chloride), O (water), N1=CC=CC=C1 (pyridine), CC1=C(C=CC(=C1)C)O (2,4-dimethylphenol). Solvent: ClCCl (dichloromethane), ClCCl (dichloromethane). Conditions: temperature 5 celsius, time 15 minute. The product is C(C)(=O)OC1=C(C=C(C=C1)C)C ((2,4-dimethyl)phenyl acetate). Isolated yield 98.0%. RXN SMILES: N1C=CC=CC=1.[CH3:7][C:8]1[CH:13]=[C:12]([CH3:14])[CH:11]=[CH:10][C:9]=1[OH:15].[C:16](Cl)(=[O:18])[CH3:17].O>ClCCl>[C:16]([O:15][C:9]1[CH:10]=[CH:11][C:12]([CH3:14])=[CH:13][C:8]=1[CH3:7])(=[O:18])[CH3:17]. Procedure details: 83 ml (1.02 mol) of pyridine are added to a solution of 120 ml (1 mol) of 2,4-dimethylphenol in 400 ml of dichloromethane cooled to 5° C. After stirring for 15 minutes and cooling the reaction mixture to -10° C., 73 ml (1.02 mol) of acetyl chloride in solution in 100 ml of dichloromethane are added dropwise. The reaction mixture is then brought to reflux for 2 hours, then cooled and treated by the addition of 200 ml of water, and then acidified to a pH of 1. The organic phase is extracted, dried...